This data is from the Open Reaction Database (ORD), a public repository of structured organic reaction records. The task is: describe an organic reaction: reactants, conditions, products, and yield The reactants are CC(C)(C)OC(=O)NCCC(c1cccc(Cl)c1)N1C(=O)c2ccccc2C1=O, C1CCOC1, CO, NN, O. The product is CC(C)(C)OC(=O)NCCC(N)c1cccc(Cl)c1. Reaction SMILES: [C:1]([CH3:2])([CH3:3])([CH3:4])[O:5][C:6]([NH:7][CH2:8][CH2:9][CH:10]([N:11]1[C:12](=[O:13])[c:14]2[c:15]([cH:16][cH:17][cH:18][cH:19]2)[C:20]1=[O:21])[c:22]1[cH:23][c:24]([Cl:28])[cH:25][cH:26][cH:27]1)=[O:29].[CH2:33]1[O:34][CH2:35][CH2:36][CH2:37]1.[CH3:38][OH:39].[NH2:31][NH2:32].[OH2:30]>>[C:1]([CH3:2])([CH3:3])([CH3:4])[O:5][C:6]([NH:7][CH2:8][CH2:9][CH:10]([NH2:11])[c:22]1[cH:23][c:24]([Cl:28])[cH:25][cH:26][cH:27]1)=[O:29]. Starting materials: C(C)S(=O)(=O)C1=C(CNC(C(F)(F)F)=O)C=CC=C1 (2-(ethylsulfonyl)benzyltrifluoroacetamide), C([O-])([O-])=O.[K+].[K+] (potassium carbonate), Cl (HCl). Run in CO (methanol), O (water), CCOCC (ether). Reaction conditions: temperature 65 celsius, time 8 hour. Product: Cl.C(C)S(=O)(=O)C1=C(CN)C=CC=C1 (2-(Ethylsulfonyl)benzylamine hydrochloride). As a reaction SMILES: [CH2:1]([S:3]([C:6]1[CH:19]=[CH:18][CH:17]=[CH:16][C:7]=1[CH2:8][NH:9]C(=O)C(F)(F)F)(=[O:5])=[O:4])[CH3:2].C(=O)([O-])[O-].[K+].[K+].[ClH:26]>CO.O.CCOCC>[ClH:26].[CH2:1]([S:3]([C:6]1[CH:19]=[CH:18][CH:17]=[CH:16][C:7]=1[CH2:8][NH2:9])(=[O:5])=[O:4])[CH3:2] |f:1.2.3,8.9|. Reported procedure: To a stirred solution of 2-(ethylsulfonyl)benzyltrifluoroacetamide (88 mg, 0.30 mmol) in methanol (11 mL) and water (0.74 mL) was added potassium carbonate (124 mg, 0.90 mmol). The mixture was heated to 65° C. and stirred under Ar overnight. The mixture was then concentrated to a colorless oil which was taken up in EtOAc and washed with a small amount of brine. The aqueous layer was extracted twice with CHCl3 and was then saturated with sodium chloride and further extracted with THF. The combine... Starting materials: intermediate 23.1, C(Cl)Cl.C1CCOC1 (DCM THF), C(C)OC(=O)N1CCNCC1 (1-(ethoxycarbonyl)piperazine), N([C@@H](CCC(OC(C)(C)C)=O)C(=O)O)C(=O)OCC1=CC=CC=C1 (Z-(L)-Glu(OtBu)-OH). Yields the product C(C)OC(=O)N1CC(N(CC1)C([C@H](CCC(=O)OC(C)(C)C)NC(=O)OCC1=CC=CC=C1)=O)CC (4-((S)-2-benzyloxycarbonylamino-4-tert-butoxycarbonyl-butyryl)-3-ethyl-piperazine-1-carboxylic acid ethyl ester). As a reaction SMILES: [CH2:1]([O:3][C:4]([N:6]1[CH2:11][CH2:10][NH:9][CH2:8][CH2:7]1)=[O:5])[CH3:2].[NH:12]([C:26]([O:28][CH2:29][C:30]1[CH:35]=[CH:34][CH:33]=[CH:32][CH:31]=1)=[O:27])[C@H:13]([C:23]([OH:25])=O)[CH2:14][CH2:15][C:16](=[O:22])[O:17][C:18]([CH3:21])([CH3:20])[CH3:19].C(Cl)Cl.[CH2:39]1COC[CH2:40]1>>[CH2:1]([O:3][C:4]([N:6]1[CH2:7][CH2:8][N:9]([C:23](=[O:25])[C@@H:13]([NH:12][C:26]([O:28][CH2:29][C:30]2[CH:35]=[CH:34][CH:33]=[CH:32][CH:31]=2)=[O:27])[CH2:14][CH2:15][C:16]([O:17][C:18]([CH3:19])([CH3:20])[CH3:21])=[O:22])[CH:10]([CH2:39][CH3:40])[CH2:11]1)=[O:5])[CH3:2] |f:2.3|. Procedure: This compound was prepared using a method analogous to that of Example 22. step 22.1, intermediate 23.1 replacing 1-(ethoxycarbonyl)piperazine, and Z-(L)-Glu(OtBu)-OH replacing Boc-β-cyano-(L)-Ala-OH, but in DCM/THF (10 ml, 1:1). The reactants are Cc1ccc(-c2c(CNC(=O)OC(C)(C)C)c(CC(C)C)nc3ccc(OCC(=O)O)cc23)cc1, CS(N)(=O)=O, CN(C)C=O, O. Product: Cc1ccc(-c2c(CNC(=O)OC(C)(C)C)c(CC(C)C)nc3ccc(OCC(=O)NS(C)(=O)=O)cc23)cc1. RXN SMILES: [C:1]([CH3:2])([CH3:3])([CH3:4])[O:5][C:6](=[O:7])[NH:8][CH2:9][c:10]1[c:11]([CH2:32][CH:33]([CH3:34])[CH3:35])[n:12][c:13]2[cH:14][cH:15][c:16]([O:27][CH2:28][C:29](=[O:30])[OH:31])[cH:17][c:18]2[c:19]1-[c:20]1[cH:21][cH:22][c:23]([CH3:26])[cH:24][cH:25]1.[CH3:36][S:37](=[O:38])(=[O:39])[NH2:40].[CH3:42][N:43]([CH3:44])[CH:45]=[O:46].[OH2:41]>>[C:1]([CH3:2])([CH3:3])([CH3:4])[O:5][C:6](=[O:7])[NH:8][CH2:9][c:10]1[c:11]([CH2:32][CH:33]([CH3:34])[CH3:35])[n:12][c:13]2[cH:14][cH:15][c:16]([O:27][CH2:28][C:29](=[O:30])[NH:40][S:37]([CH3:36])(=[O:38])=[O:39])[cH:17][c:18]2[c:19]1-[c:20]1[cH:21][cH:22][c:23]([CH3:26])[cH:24][cH:25]1.